The task is: describe an organic reaction: reactants, conditions, products, and yield. This data is from the Open Reaction Database (ORD), a public repository of structured organic reaction records. Starting materials: BrC=1C=C2C=CN(C2=CC1)CC1=CC=C(C=C1)F (5-Bromo-1-(4-fluorobenzyl)-1H-indole), C1(=CC=CC=C1)B(O)O (benzeneboronic acid). Yields the product FC1=CC=C(CN2C=CC3=CC(=CC=C23)C2=CC=CC=C2)C=C1 (1-(4-Fluorobenzyl)-5-phenyl-1H-indole). Reaction SMILES: Br[C:2]1[CH:3]=[C:4]2[C:8](=[CH:9][CH:10]=1)[N:7]([CH2:11][C:12]1[CH:17]=[CH:16][C:15]([F:18])=[CH:14][CH:13]=1)[CH:6]=[CH:5]2.[C:19]1(B(O)O)[CH:24]=[CH:23][CH:22]=[CH:21][CH:20]=1>>[F:18][C:15]1[CH:16]=[CH:17][C:12]([CH2:11][N:7]2[C:8]3[C:4](=[CH:3][C:2]([C:19]4[CH:24]=[CH:23][CH:22]=[CH:21][CH:20]=4)=[CH:10][CH:9]=3)[CH:5]=[CH:6]2)=[CH:13][CH:14]=1. Reported procedure: The title compound was prepared from 5-bromo-1-(4-fluorobenzyl)-1H-indole (Step 1 of Example 27) and benzeneboronic acid in substantially the same manner, as described in Step 2 of Example 25. The product was obtained as an oil. Mass spectrum (ESI, [M+H]+) m/z 302. 1HNMR (300 MHz, DMSO-d6): δ 7.81 (s, 1H), 7.63 (d, 2H, J=8.3 Hz), 7.56-7.51 (m, 2H), 7.45-7.37 (m, 3H), 7.30-7.22 (m, 3H), 7.20-7.08 (m, 2H), 6.54 (d, 1H, J=6.0 Hz), and 5.43 ppm (s, 2H). The reactants are C(C)(=O)OCC (ethyl acetate), C([O-])([O-])=O.[K+].[K+] (potassium carbonate), tetrakis(triphenyl-phosphine)palladium, [Si](C)(C)(C(C)(C)C)OCCCCCOC=1C(=CC=2C(CCC(C2C1)(C)C)(C)C)B(O)O (3-[5-(tert-butyldimethylsilyloxy)pentyloxy]-5,5,8,8-tetramethyl-5,6,7,8-tetrahydro-2-naphthaleneboronic acid), I\C(=C/C(=O)OC)\C (Ma), solution, I\C(=C/C(=O)OC)\C (methyl (Z)-3-iodo-2-butenoate). Run in O (water), O (water), C(OC)COC (dimethoxyethane). Yields the product [Si](C)(C)(C(C)(C)C)OCCCCCOC=1C(=CC=2C(CCC(C2C1)(C)C)(C)C)\C(=C/C(=O)OC)\C (methyl (Z)-3-{3-[5-(tert-butyldimethylsilyloxy)-pentyloxy]-5,5,8,8-tetramethyl-5,6,7,8-tetrahydro-2-naphthyl}-2-butenoate). RXN SMILES: [Si:1]([O:8][CH2:9][CH2:10][CH2:11][CH2:12][CH2:13][O:14][C:15]1[C:16](B(O)O)=[CH:17][C:18]2[C:19]([CH3:28])([CH3:27])[CH2:20][CH2:21][C:22]([CH3:26])([CH3:25])[C:23]=2[CH:24]=1)([C:4]([CH3:7])([CH3:6])[CH3:5])([CH3:3])[CH3:2].C(=O)([O-])[O-].[K+].[K+].C(OCC)(=O)C.I/[C:45](/[CH3:51])=[CH:46]\[C:47]([O:49][CH3:50])=[O:48]>O.C(COC)OC>[Si:1]([O:8][CH2:9][CH2:10][CH2:11][CH2:12][CH2:13][O:14][C:15]1[C:16](/[C:45](/[CH3:51])=[CH:46]\[C:47]([O:49][CH3:50])=[O:48])=[CH:17][C:18]2[C:19]([CH3:28])([CH3:27])[CH2:20][CH2:21][C:22]([CH3:26])([CH3:25])[C:23]=2[CH:24]=1)([C:4]([CH3:7])([CH3:6])[CH3:5])([CH3:3])[CH3:2] |f:1.2.3|. Procedure: A mixture of tetrakis(triphenyl-phosphine)palladium (155 mg), 3-[5-(tert-butyldimethylsilyloxy)pentyloxy]-5,5,8,8-tetramethyl-5,6,7,8-tetrahydro-2-naphthaleneboronic acid (300 mg, 0.67 mmol), a 2M solution of potassium carbonate in water (0.67 ml) and methyl (Z)-3-iodo-2-butenoate (Ma, S. & Lu, X.; J. Chem. Soc. Chem. Com., pp. 1643-1644 (1990)) (182 mg) in dimethoxyethane (DME) (10 ml) was heated to reflux for 24 h. The solution was poured into a mixture of water and ethyl acetate. The organic ... The reactants are ClCC=1C=CC(=C(C1)C=1NC(C2=C(N1)C(=NN2C)CCC)=O)OCCC (5-(5-chloromethyl-2-n-propoxyphenyl)-1-methyl-3-n-propyl-1,6-dihydro-7H-pyrazolo[4,3-d]pyrimidin-7-one). The reagents and catalysts are [Pd] (palladium on charcoal). The solvent is C(C)(=O)OCC (ethyl acetate). Run at time 1 hour. Product: CN1N=C(C=2N=C(NC(C21)=O)C2=C(C=CC(=C2)C)OCCC)CCC (1-Methyl-5-(5-methyl-2-n-propoxyphenyl)-3-n-propyl-1,6-dihydro-7H-pyrazolo[4,3-d]pyrimidin-7-one). The yield is 27.1%. As a reaction SMILES: Cl[CH2:2][C:3]1[CH:4]=[CH:5][C:6]([O:23][CH2:24][CH2:25][CH3:26])=[C:7]([C:9]2[NH:10][C:11](=[O:22])[C:12]3[N:17]([CH3:18])[N:16]=[C:15]([CH2:19][CH2:20][CH3:21])[C:13]=3[N:14]=2)[CH:8]=1>C(OCC)(=O)C.[Pd]>[CH3:18][N:17]1[C:12]2[C:11](=[O:22])[NH:10][C:9]([C:7]3[CH:8]=[C:3]([CH3:2])[CH:4]=[CH:5][C:6]=3[O:23][CH2:24][CH2:25][CH3:26])=[N:14][C:13]=2[C:15]([CH2:19][CH2:20][CH3:21])=[N:16]1. Procedure details: A solution of 5-(5-chloromethyl-2-n-propoxyphenyl)-1-methyl-3-n-propyl-1,6-dihydro-7H-pyrazolo[4,3-d]pyrimidin-7-one (0.5 g, 0.0013 mol) in ethyl acetate (50 ml) was stirred with 10% palladium on charcoal catalyst under a hydrogen atmosphere at 50 p.s.i. and room temperature. After 1 hour, the mixture was filtered and the filtrate evaporated under vacuum to give a pale green solid. Chromatography on silica gel (4 g) using a methanol in dichloromethane elution gradient gave a white solid, crystal...